This data is from the Open Reaction Database (ORD), a public repository of structured organic reaction records. The task is: describe an organic reaction: reactants, conditions, products, and yield The reactants are CC(C)(C)CN, CC(=O)O, O=C1OC(=O)C2(c3ccc([N+](=O)[O-])cc3)CC1C2. The product is CC(C)(C)CN1C(=O)C2CC(c3ccc([N+](=O)[O-])cc3)(C2)C1=O. As a reaction SMILES: [CH2:1]([C:2]([CH3:3])([CH3:4])[CH3:5])[NH2:6].[CH3:25][C:26](=[O:27])[OH:28].[N+:7](=[O:8])([O-:9])[c:10]1[cH:11][cH:12][c:13]([C:16]23[CH2:17][CH:18]([CH2:19]2)[C:20](=[O:21])[O:22][C:23]3=[O:24])[cH:14][cH:15]1>>[CH2:1]([C:2]([CH3:3])([CH3:4])[CH3:5])[N:6]1[C:20](=[O:21])[CH:18]2[CH2:17][C:16]([c:13]3[cH:12][cH:11][c:10]([N+:7](=[O:8])[O-:9])[cH:15][cH:14]3)([CH2:19]2)[C:23]1=[O:22]. Starting materials: CCO, [K+], O=C(Oc1ccccc1)N1CCC(Oc2ccc(C(F)(F)F)cc2)(c2ccccc2)CC1, [OH-]. The product is FC(F)(F)c1ccc(OC2(c3ccccc3)CCNCC2)cc1. As a reaction SMILES: [CH3:35][CH2:36][OH:37].[K+:34].[O:1]([C:2](=[O:3])[N:10]1[CH2:11][CH2:12][C:13]([O:16][c:17]2[cH:18][cH:19][c:20]([C:23]([F:24])([F:25])[F:26])[cH:21][cH:22]2)([c:27]2[cH:28][cH:29][cH:30][cH:31][cH:32]2)[CH2:14][CH2:15]1)[c:4]1[cH:5][cH:6][cH:7][cH:8][cH:9]1.[OH-:33]>>[NH:10]1[CH2:11][CH2:12][C:13]([O:16][c:17]2[cH:18][cH:19][c:20]([C:23]([F:24])([F:25])[F:26])[cH:21][cH:22]2)([c:27]2[cH:28][cH:29][cH:30][cH:31][cH:32]2)[CH2:14][CH2:15]1. Reactants: C(C1=CC=CC=C1)N(C(CCC(C)(C1=CC=C(C=C1)O)C1=CC=C(C=C1)O)=O)CC1=CC=CC=C1 (4,4-Bis-(4-hydroxyphenyl)pentanoic acid dibenzylamide), [H-].[Al+3].[Li+].[H-].[H-].[H-] (lithium aluminum hydride), solution. The solvent is O1CCCC1 (tetrahydrofuran), O1CCCC1 (THF). Product: C1(=CC=CC=C1)CN(CCCC(C)(C1=CC=C(C=C1)O)C1=CC=C(C=C1)O)CC1=CC=CC=C1 (4,4'-[4-[Bis(phenylmethyl)amino]-1-methylbutylidene]-bisphenol). Yield: 106.1%. RXN SMILES: [CH2:1]([N:8]([CH2:29][C:30]1[CH:35]=[CH:34][CH:33]=[CH:32][CH:31]=1)[C:9](=O)[CH2:10][CH2:11][C:12]([C:21]1[CH:26]=[CH:25][C:24]([OH:27])=[CH:23][CH:22]=1)([C:14]1[CH:19]=[CH:18][C:17]([OH:20])=[CH:16][CH:15]=1)[CH3:13])[C:2]1[CH:7]=[CH:6][CH:5]=[CH:4][CH:3]=1.[H-].[Al+3].[Li+].[H-].[H-].[H-]>O1CCCC1>[C:30]1([CH2:29][N:8]([CH2:1][C:2]2[CH:3]=[CH:4][CH:5]=[CH:6][CH:7]=2)[CH2:9][CH2:10][CH2:11][C:12]([C:21]2[CH:22]=[CH:23][C:24]([OH:27])=[CH:25][CH:26]=2)([C:14]2[CH:19]=[CH:18][C:17]([OH:20])=[CH:16][CH:15]=2)[CH3:13])[CH:31]=[CH:32][CH:33]=[CH:34][CH:35]=1 |f:1.2.3.4.5.6|. Procedure: A solution of the product from Example 7 (1.00 g, 2.15 mmol) in 25 mL of anhydrous tetrahydrofuran (THF) was treated dropwise with lithium aluminum hydride solution (4.3 mL of a 1M solution in THF). The resulting solution was heated at reflux for 18 hours. The reaction was cooled and quenched by the addition of saturated NH4Cl solution and extracted with THF. The combined organic extracts were washed with saturated NaCl solution. The organic phase was dried (MgSO4), filtered, and concentrated to... The reactants are Cl (hydrochloric acid), CC1=C(C=C(C(=O)N2CCC(CC2)CC(CC2CCN(CC2)C(C2=CC(=C(C=C2)C)C2=CC(=C(C(=C2)OC)OC)OC)=O)N(C)C)C=C1)C1=CC(=C(C(=C1)OC)OC)OC (1,3-bis[1-[4-methyl-3-(3,4,5-trimethoxyphenyl)benzoyl]-4-piperidinyl]-2-(dimethylamino)propane). Solvent: C(C)O (ethanol). Yields the product Cl.CC1=C(C=C(C(=O)N2CCC(CC2)CC(CC2CCN(CC2)C(C2=CC(=C(C=C2)C)C2=CC(=C(C(=C2)OC)OC)OC)=O)N(C)C)C=C1)C1=CC(=C(C(=C1)OC)OC)OC (1,3-bis[1-[4-Methyl-3-(3,4,5-trimethoxyphenyl)benzoyl]-4-piperidinyl]-2-(dimethylamino)propane Hydrochloride). As a reaction SMILES: [ClH:1].[CH3:2][C:3]1[CH:49]=[CH:48][C:6]([C:7]([N:9]2[CH2:14][CH2:13][CH:12]([CH2:15][CH:16]([N:45]([CH3:47])[CH3:46])[CH2:17][CH:18]3[CH2:23][CH2:22][N:21]([C:24](=[O:44])[C:25]4[CH:30]=[CH:29][C:28]([CH3:31])=[C:27]([C:32]5[CH:37]=[C:36]([O:38][CH3:39])[C:35]([O:40][CH3:41])=[C:34]([O:42][CH3:43])[CH:33]=5)[CH:26]=4)[CH2:20][CH2:19]3)[CH2:11][CH2:10]2)=[O:8])=[CH:5][C:4]=1[C:50]1[CH:55]=[C:54]([O:56][CH3:57])[C:53]([O:58][CH3:59])=[C:52]([O:60][CH3:61])[CH:51]=1>C(O)C>[ClH:1].[CH3:31][C:28]1[CH:29]=[CH:30][C:25]([C:24]([N:21]2[CH2:22][CH2:23][CH:18]([CH2:17][CH:16]([N:45]([CH3:47])[CH3:46])[CH2:15][CH:12]3[CH2:13][CH2:14][N:9]([C:7](=[O:8])[C:6]4[CH:48]=[CH:49][C:3]([CH3:2])=[C:4]([C:50]5[CH:55]=[C:54]([O:56][CH3:57])[C:53]([O:58][CH3:59])=[C:52]([O:60][CH3:61])[CH:51]=5)[CH:5]=4)[CH2:10][CH2:11]3)[CH2:19][CH2:20]2)=[O:44])=[CH:26][C:27]=1[C:32]1[CH:37]=[C:36]([O:38][CH3:39])[C:35]([O:40][CH3:41])=[C:34]([O:42][CH3:43])[CH:33]=1 |f:3.4|. Procedure details: Concentrated hydrochloric acid (0.020 ml; 0.24 mmol) was added to a solution of 1,3-bis[1-[4-methyl-3-(3,4,5-trimethoxyphenyl)benzoyl]-4-piperidinyl]-2-(dimethylamino)propane (53 mg; 0.064 mmol) in ethanol (5 ml) and the reaction mixture was concentrated under reduced pressure. A process of adding ethanol (10 ml) to the residue and concentrating the mixture under reduced pressure was performed twice to obtain the title compound as a pale yellow amorphous powder. Starting materials: three, C([O-])([O-])=O.[K+].[K+] (potassium carbonate), CN1CCCC1=O (NMP), FC1=C(C=CC(=C1)F)P(C1=CC=CC=C1)(C1=CC=CC=C1)=O (2,4-difluorophenyldiphenylphosphine oxide), NC1=CC=C(C=C1)O (4-aminophenol), C1(=CC=CC=C1)C (toluene). Reaction conditions: temperature 135 celsius, time 16 hour. The product is NC1=CC=C(OC2=C(C=CC(=C2)OC2=CC=C(C=C2)N)P(C2=CC=CC=C2)(C2=CC=CC=C2)=O)C=C1 ([2,4-bis(4-aminophenoxy)phenyl]diphenylphosphine oxide). RXN SMILES: F[C:2]1[CH:7]=[C:6](F)[CH:5]=[CH:4][C:3]=1[P:9](=[O:22])([C:16]1[CH:21]=[CH:20][CH:19]=[CH:18][CH:17]=1)[C:10]1[CH:15]=[CH:14][CH:13]=[CH:12][CH:11]=1.[NH2:23][C:24]1[CH:29]=[CH:28][C:27]([OH:30])=[CH:26][CH:25]=1.C(=O)([O-])[O-].[K+].[K+].C[N:38]1[C:42](=[O:43])[CH2:41][CH2:40][CH2:39]1.[C:44]1(C)C=CC=C[CH:45]=1>>[NH2:23][C:24]1[CH:29]=[CH:28][C:27]([O:30][C:2]2[CH:7]=[C:6]([O:43][C:42]3[CH:45]=[CH:44][C:39]([NH2:38])=[CH:40][CH:41]=3)[CH:5]=[CH:4][C:3]=2[P:9](=[O:22])([C:16]2[CH:21]=[CH:20][CH:19]=[CH:18][CH:17]=2)[C:10]2[CH:15]=[CH:14][CH:13]=[CH:12][CH:11]=2)=[CH:26][CH:25]=1 |f:2.3.4|. Procedure: Into a 500 mL three neck round bottom flask equipped with a mechanical stirrer, thermometer and a Dean-Stark trap equipped with a drying tube was placed 2,4-difluorophenyldiphenylphosphine oxide (12.00 g, 0.0382 mole), 4-aminophenol (8.6673 g, 0.0794 mol), potassium carbonate (13.1682 g, 0.0953 mol), NMP (85 mL) and toluene (25 mL). The mixture was heated to 135° C. while removing water via azeotropic distillation. After 16 hours, the toluene was removed from the reaction and the resulting solut... Starting materials: steel, [H][H] (hydrogen), COC(C1=CC(C(=O)OC)=CC(=C1)OCCCCCCCl)=O (5-[(6-chlorohexyl)oxy]isophthalic acid dimethyl ester), [H][H] (hydrogen). Reagents/catalysts: hydrogenation catalyst. Solvent: CCCCCC.C(C)(=O)OCC (hexane ethyl acetate), C(C)(=O)OCC (ethyl acetate). Yields the product COC(=O)C1CC(CC(C1)OCCCCCCCl)C(=O)OC (5-[(6-Chlorohexyl)oxy]-1,3-cyclohexanedicarboxylic acid dimethyl ester). As a reaction SMILES: [CH3:1][O:2][C:3](=[O:22])[C:4]1[CH:13]=[C:12]([O:14][CH2:15][CH2:16][CH2:17][CH2:18][CH2:19][CH2:20][Cl:21])[CH:11]=[C:6]([C:7]([O:9][CH3:10])=[O:8])[CH:5]=1.[H][H]>C(OCC)(=O)C.CCCCCC.C(OCC)(=O)C>[CH3:10][O:9][C:7]([CH:6]1[CH2:11][CH:12]([O:14][CH2:15][CH2:16][CH2:17][CH2:18][CH2:19][CH2:20][Cl:21])[CH2:13][CH:4]([C:3]([O:2][CH3:1])=[O:22])[CH2:5]1)=[O:8] |f:3.4|. Procedure: 7.5 g (22.8 mmol) 5-[(6-chlorohexyl)oxy]isophthalic acid dimethyl ester (example 6) were dissolved in 75 ml ethyl acetate and charged into a steel autoclave. After addition of 3 g of a hydrogenation catalyst (5% Rh/Alox, Johnson Matthey Company) the vessel was closed and the compound was hydrogenated at a reaction temperature of 70° C. using a constant hydrogen pressure of 18 bar until no further hydrogen uptage was observed (approx. 4 hours). The reaction suspension was cooled to room temperatu... Reactants: O=C([O-])[O-], CCOC(=O)N1CCC(NCc2ccnc(-c3cc(OC)c(OC)c(OC)c3)c2)CC1, CC#N, CCI, [K+], [K+]. Product: CCOC(=O)N1CCC(N(CC)Cc2ccnc(-c3cc(OC)c(OC)c(OC)c3)c2)CC1. As a reaction SMILES: [C:32](=[O:33])([O-:34])[O-:35].[CH2:1]([CH3:2])[O:3][C:4](=[O:5])[N:6]1[CH2:7][CH2:8][CH:9]([NH:12][CH2:13][c:14]2[cH:15][c:16](-[c:20]3[cH:21][c:22]([O:30][CH3:31])[c:23]([O:28][CH3:29])[c:24]([O:26][CH3:27])[cH:25]3)[n:17][cH:18][cH:19]2)[CH2:10][CH2:11]1.[CH3:41][C:42]#[N:43].[I:38][CH2:39][CH3:40].[K+:36].[K+:37]>>[CH2:1]([CH3:2])[O:3][C:4](=[O:5])[N:6]1[CH2:7][CH2:8][CH:9]([N:12]([CH2:13][c:14]2[cH:15][c:16](-[c:20]3[cH:21][c:22]([O:30][CH3:31])[c:23]([O:28][CH3:29])[c:24]([O:26][CH3:27])[cH:25]3)[n:17][cH:18][cH:19]2)[CH2:39][CH3:40])[CH2:10][CH2:11]1. Reactants: COC1=CC=C(C=C1)C=1OC(=C(N1)CC(=O)OCC)C=1OC=CC1 (ethyl 2-[2-(4-methoxyphenyl)-5-(2-furyl)-4-oxazolyl]acetate), CO (methanol), [OH-].[K+] (potassium hydroxide). The solvent is O (water). Product: COC1=CC=C(C=C1)C=1OC(=C(N1)CC(=O)O)C=1OC=CC1 (2-[2-(4-methoxyphenyl)-5-(2-furyl)-4-oxazolyl]acetic acid). The yield is 82.0%. As a reaction SMILES: [CH3:1][O:2][C:3]1[CH:8]=[CH:7][C:6]([C:9]2[O:10][C:11]([C:20]3[O:21][CH:22]=[CH:23][CH:24]=3)=[C:12]([CH2:14][C:15]([O:17]CC)=[O:16])[N:13]=2)=[CH:5][CH:4]=1.CO.[OH-].[K+]>O>[CH3:1][O:2][C:3]1[CH:4]=[CH:5][C:6]([C:9]2[O:10][C:11]([C:20]3[O:21][CH:22]=[CH:23][CH:24]=3)=[C:12]([CH2:14][C:15]([OH:17])=[O:16])[N:13]=2)=[CH:7][CH:8]=1 |f:2.3|. Procedure details: 2.0 g of ethyl 2-[2-(4-methoxyphenyl)-5-(2-furyl)-4-oxazolyl]acetate, 30 ml of methanol, 3 ml of water and 0.85 g of potassium hydroxide are treated in the same manner as described in Example 16. 1.5 g of 2-[2-(4-methoxyphenyl)-5-(2-furyl)-4-oxazolyl]acetic acid are thereby obtained. Yield: 82.0% The reactants are OCCCO, O=C1Nc2ccc(Cl)cc2C1=O, O, Cc1ccc(S(=O)(=O)O)cc1, c1ccccc1. Yields the product O=C1Nc2ccc(Cl)cc2C12OCCCO2. Reaction SMILES: [CH2:25]([CH2:26][CH2:27][OH:28])[OH:29].[Cl:1][c:2]1[cH:3][c:4]2[c:8]([cH:9][cH:10]1)[NH:7][C:6](=[O:11])[C:5]2=[O:12].[OH2:13].[c:14]1([CH3:15])[cH:16][cH:17][c:18]([S:19]([OH:20])(=[O:21])=[O:22])[cH:23][cH:24]1.[cH:30]1[cH:31][cH:32][cH:33][cH:34][cH:35]1>>[Cl:1][c:2]1[cH:3][c:4]2[c:8]([cH:9][cH:10]1)[NH:7][C:6](=[O:11])[C:5]21[O:12][CH2:25][CH2:26][CH2:27][O:28]1. Reactants: BrC1=CC=C(N)C=C1 (4-Bromoaniline), ClC1=NC=CC=N1 (2-chloropyrimidine). Yields the product BrC1=CC=C(C=C1)NC1=NC=CC=N1 (N-(4-bromophenyl)-N-(2-pyrimidinyl)amine). The yield is 31.0%. RXN SMILES: [Br:1][C:2]1[CH:8]=[CH:7][C:5]([NH2:6])=[CH:4][CH:3]=1.Cl[C:10]1[N:15]=[CH:14][CH:13]=[CH:12][N:11]=1>>[Br:1][C:2]1[CH:8]=[CH:7][C:5]([NH:6][C:10]2[N:15]=[CH:14][CH:13]=[CH:12][N:11]=2)=[CH:4][CH:3]=1. Procedure: 4-Bromoaniline (0.300 g, 1.74 mmol) and 2-chloropyrimidine (0.200 g, 1.74 mmol) were heated neat at 150° C. in a 25 mL flask for 2 h. The reaction mixture was cooled to ambient temperature, and purification of the residue by preparative HPLC (25 to 100% acetonitrile in 0.1 M aqueous ammonium acetate over 20 min at 21 mL/min using an 8μ Hypersil HS C18, 250×21 mm column, Rt 13.8-15.9 min) afforded N-(4-bromophenyl)-N-(2-pyrimidinyl)amine as a yellow solid (0.135 g, 0.54 mmol); RP-HPLC (25 to 100%...